From a dataset of the Open Reaction Database (ORD), a public repository of structured organic reaction records. describe an organic reaction: reactants, conditions, products, and yield The reactants are CCc1cc(Cc2ccccc2)cc(CC)c1N, [Ca+2], ClCCl, S=C(Cl)Cl, CC(Cl)Cl, O=C([O-])[O-], O. Yields the product CCc1cc(Cc2ccccc2)cc(CC)c1N=C=S. RXN SMILES: [CH2:13]([CH3:14])[c:15]1[c:16]([NH2:17])[c:18]([CH2:29][CH3:30])[cH:19][c:20]([CH2:22][c:23]2[cH:24][cH:25][cH:26][cH:27][cH:28]2)[cH:21]1.[Ca+2:5].[Cl:10][CH2:11][Cl:12].[Cl:1][C:2]([Cl:3])=[S:4].[Cl:31][CH:32]([Cl:33])[CH3:34].[O-:6][C:7](=[O:8])[O-:9].[OH2:35]>>[C:2](=[S:4])=[N:17][c:16]1[c:15]([CH2:13][CH3:14])[cH:21][c:20]([CH2:22][c:23]2[cH:24][cH:25][cH:26][cH:27][cH:28]2)[cH:19][c:18]1[CH2:29][CH3:30].